This data is from the Open Reaction Database (ORD), a public repository of structured organic reaction records. The task is: describe an organic reaction: reactants, conditions, products, and yield Reactants: ClC1=C2C(=NC(=C1)C)N(N=C2C)C2=C(C=C(C=C2C)C)C (4-chloro-3,6-dimethyl-1-(2,4,6-trimethylphenyl)-1H-pyrazolo[3,4-b]pyridine), C(CCC)NCC (N-butylethylamine). Solvent: CS(=O)C (DMSO). Conditions: temperature 177.5 celsius. Yields the product C(CCC)NCCC1=C2C(=NC(=C1)C)N(N=C2C)C2=C(C=C(C=C2C)C)C (Butyl-[3,6dimethyl-1-(2,4,6-trimethylphenyl)-1H-pyrazolo[3,4-b]pyridin-4-yl]ethylamine). As a reaction SMILES: Cl[C:2]1[CH:7]=[C:6]([CH3:8])[N:5]=[C:4]2[N:9]([C:13]3[C:18]([CH3:19])=[CH:17][C:16]([CH3:20])=[CH:15][C:14]=3[CH3:21])[N:10]=[C:11]([CH3:12])[C:3]=12.[CH2:22]([NH:26][CH2:27][CH3:28])[CH2:23][CH2:24][CH3:25]>CS(C)=O>[CH2:22]([NH:26][CH2:27][CH2:28][C:2]1[CH:7]=[C:6]([CH3:8])[N:5]=[C:4]2[N:9]([C:13]3[C:18]([CH3:19])=[CH:17][C:16]([CH3:20])=[CH:15][C:14]=3[CH3:21])[N:10]=[C:11]([CH3:12])[C:3]=12)[CH2:23][CH2:24][CH3:25]. Reported procedure: A mixture of 4-chloro-3,6-dimethyl-1-(2,4,6-trimethylphenyl)-1H-pyrazolo[3,4-b]pyridine (98 mg, 0.33 mmol), N-butylethylamine (1 ml) in DMSO (2 ml) was heated in an oil bath at 175-180° C. for 20 hours. The reaction mixture was quenched with saturated ammonium chloride and extracted with EtOAc. The organic layer was washed with brine, dried, and concentrated to give a brown oil. The oil residue was purified through silica gel column chromatography using EtOAc/Hexane in a ratio of 1/9 as eluent t...